This data is from the Open Reaction Database (ORD), a public repository of structured organic reaction records. The task is: describe an organic reaction: reactants, conditions, products, and yield Reactants: O=C([O-])[O-], Cn1nnnc1S, CC(C)=O, ClCc1ccccn1, [K+], [K+]. The product is Cn1nnnc1SCc1ccccn1. RXN SMILES: [C:16](=[O:17])([O-:18])[O-:19].[CH3:1][n:2]1[n:3][n:4][n:5][c:6]1[SH:7].[CH3:22][C:23](=[O:24])[CH3:25].[Cl:8][CH2:9][c:10]1[n:11][cH:12][cH:13][cH:14][cH:15]1.[K+:20].[K+:21]>>[CH3:1][n:2]1[n:3][n:4][n:5][c:6]1[S:7][CH2:9][c:10]1[n:11][cH:12][cH:13][cH:14][cH:15]1. The reactants are Amidine, ClP(C1=CC=CC=C1)C1=CC=CC=C1 (chlorodiphenylphosphine), C(C)C1=C(C=CC=C1)NC(C1=CC=C(C=C1)C)=N (N1-(2-ethylphenyl)-4-methylbenzamidine), C(CCC)[Li] (butyllithium). Product: C(C)C1=C(C=CC=C1)NC(C1=CC=C(C=C1)C)=NP(C1=CC=CC=C1)C1=CC=CC=C1 (N1-(2-ethylphenyl)-4-methyl-N2-(diphenylphosphino) Benzamidine). As a reaction SMILES: [CH2:1]([C:3]1[CH:8]=[CH:7][CH:6]=[CH:5][C:4]=1[NH:9][C:10](=[NH:18])[C:11]1[CH:16]=[CH:15][C:14]([CH3:17])=[CH:13][CH:12]=1)[CH3:2].C([Li])CCC.Cl[P:25]([C:32]1[CH:37]=[CH:36][CH:35]=[CH:34][CH:33]=1)[C:26]1[CH:31]=[CH:30][CH:29]=[CH:28][CH:27]=1>>[CH2:1]([C:3]1[CH:8]=[CH:7][CH:6]=[CH:5][C:4]=1[NH:9][C:10](=[N:18][P:25]([C:32]1[CH:33]=[CH:34][CH:35]=[CH:36][CH:37]=1)[C:26]1[CH:31]=[CH:30][CH:29]=[CH:28][CH:27]=1)[C:11]1[CH:12]=[CH:13][C:14]([CH3:17])=[CH:15][CH:16]=1)[CH3:2]. Reported procedure: Procedure as described for NP Amidine I using the following amounts: 1.19 g of N1-(2-ethylphenyl)-4-methylbenzamidine (Amidine VIII, 5.0 mmol), 2.50 mL of 2.0 M butyllithium (5.0 mmol), 0.93 mL chlorodiphenylphosphine (5.0 mmol). After filtration to remove lithium chloride and removal of solvent, the residue was treated with 20 mL of pentane. The light yellow solid was collected and dried (1.45 g, 69%).